This data is from the Open Reaction Database (ORD), a public repository of structured organic reaction records. The task is: describe an organic reaction: reactants, conditions, products, and yield The reactants are CC=1OC=CC1C(CC1=CC(=NC=C1)C)=O (1-(2-methyl-3-furanyl)-2-(2-methyl-4-pyridinyl)ethanone), COC(N(C)C)OC (N,N-dimethylformamide dimethyl acetal). Conditions: temperature 100 celsius. The product is CN(C=C(C(=O)C1=C(OC=C1)C)C1=CC(=NC=C1)C)C (3-(Dimethylamino)-1-(2-methyl-3-furanyl)-2-(2-methyl-4-pyridinyl)-2-propen-1-one). Isolated yield 99.9%. RXN SMILES: [CH3:1][C:2]1[O:3][CH:4]=[CH:5][C:6]=1[C:7](=[O:16])[CH2:8][C:9]1[CH:14]=[CH:13][N:12]=[C:11]([CH3:15])[CH:10]=1.CO[CH:19](OC)[N:20]([CH3:22])[CH3:21]>>[CH3:19][N:20]([CH3:22])[CH:21]=[C:8]([C:9]1[CH:14]=[CH:13][N:12]=[C:11]([CH3:15])[CH:10]=1)[C:7]([C:6]1[CH:5]=[CH:4][O:3][C:2]=1[CH3:1])=[O:16]. Procedure details: A mixture of 1-(2-methyl-3-furanyl)-2-(2-methyl-4-pyridinyl)ethanone (0.430 g, 2.000 mmol) in N,N-dimethylformamide dimethyl acetal (0.266 ml, 2 mmol) was heated at 100° C. for 2 hours. The mixture was cooled to room temperature and the solvent was evaporated to give the title compound (540 mg) which was used crude in the next step. LC/MS [M+H]+=271. Reactants: C(C)(C)(C)OC(=O)NC[C@@H]1CN(CC1)CCCCCNC(=O)C1=CN(C2=CC=CC=C12)C (N-(5-((3R)-3-tert-Butoxycarbonylaminomethylpyrrolidin-1-yl)-pentyl)-1-methyl-1 H-indole-3-carboxamide), Cl.O1CCOCC1 (hydrochloric acid dioxane). Conditions: temperature 0 celsius, time 30 minute. Yields the product NC1=CC(=C(C(=O)NC[C@@H]2CN(CC2)CCCCCNC(=O)C2=CN(C3=CC=CC=C23)C)C=C1Cl)OC (N-(5-((3R)-3-(4-amino-5-chloro-2-methoxybenzoylaminomethyl)pyrrolidin-1-yl)pentyl)-1-methyl-1 H-indole-3-carboxamide). As a reaction SMILES: C(O[C:6]([NH:8][CH2:9][C@H:10]1[CH2:14][CH2:13][N:12]([CH2:15][CH2:16][CH2:17][CH2:18][CH2:19][NH:20][C:21]([C:23]2[C:31]3[C:26](=[CH:27][CH:28]=[CH:29][CH:30]=3)[N:25]([CH3:32])[CH:24]=2)=[O:22])[CH2:11]1)=[O:7])(C)(C)C.[ClH:33].O1[CH2:39][CH2:38][O:37][CH2:36]C1>>[NH2:25][C:26]1[C:27]([Cl:33])=[CH:28][C:39]([C:6]([NH:8][CH2:9][C@H:10]2[CH2:14][CH2:13][N:12]([CH2:15][CH2:16][CH2:17][CH2:18][CH2:19][NH:20][C:21]([C:23]3[C:31]4[C:26](=[CH:27][CH:28]=[CH:29][CH:30]=4)[N:25]([CH3:32])[CH:24]=3)=[O:22])[CH2:11]2)=[O:7])=[C:38]([O:37][CH3:36])[CH:31]=1 |f:1.2|. Procedure details: N-(5-((3R)-3-tert-Butoxycarbonylaminomethylpyrrolidin-1-yl)-pentyl)-1-methyl-1 H-indole-3-carboxamide (1.53 g) was dissolved in 4N hydrochloric acid-dioxane solution (10 ml) and the mixture was stood at room temperature for 30 min. The reaction mixture was concentrated under reduced pressure. Dimethylformamide (30 ml) was added to the residue and the mixture was neutralized with triethylamine (1.45 ml). 4-Amino-5-chloro-2-methoxybenzoic acid (0.70 g) and 1-hydroxybenzotriazole (0.51 g) were adde... The reactants are C1(=CC=CC=C1)P(C1=CC=CC=C1)C1=CC=CC=C1 (triphenylphosphine), CC(C)OC(=O)/N=N/C(=O)OC(C)C (DIAD), ClC1=C(C=CC(=N1)C=1C(=CC2=C(C(=C(O2)C2=CC=C(C=C2)F)C(=O)NC)C1)N(S(=O)(=O)C)C)C1(CC1)CO (5-(6-chloro-5-(1-(hydroxymethyl)cyclopropyl)pyridin-2-yl)-2-(4-fluorophenyl)-N-methyl-6-(N-methylmethylsulfonamido)benzofuran-3-carboxamide), FC1=C2C=C(NC2=CC=C1)B1OC(C(O1)(C)C)(C)C (4-fluoro-2-(4,4,5,5-tetramethyl-1,3,2-dioxaborolan-2-yl)-1H-indole), C(=O)([O-])[O-].[Cs+].[Cs+] (Cs2CO3), DTBPF PdCl2. Solvent: O1CCOCC1 (1,4-Dioxane), O (water). Conditions: temperature 80 celsius, time 8 hour. Product: FC=1C=2C=C3N(CC4(C=5C=CC(=NC35)C=3C(=CC5=C(C(=C(O5)C5=CC=C(C=C5)F)C(=O)NC)C3)N(S(=O)(=O)C)C)CC4)C2C=CC1 (5-(11′-fluoro-6′H-spiro[cyclopropane-1,5′-indolo[1,2-h][1,7]naphthyridin]-2′-yl)-2-(4-fluorophenyl)-N-methyl-6-(N-methylmethylsulfonamido)benzofuran-3-carboxamide). Isolated yield 4.9%. Reaction SMILES: Cl[C:2]1[N:7]=[C:6]([C:8]2[C:9]([N:28]([CH3:33])[S:29]([CH3:32])(=[O:31])=[O:30])=[CH:10][C:11]3[O:15][C:14]([C:16]4[CH:21]=[CH:20][C:19]([F:22])=[CH:18][CH:17]=4)=[C:13]([C:23]([NH:25][CH3:26])=[O:24])[C:12]=3[CH:27]=2)[CH:5]=[CH:4][C:3]=1[C:34]1([CH2:37]O)[CH2:36][CH2:35]1.[F:39][C:40]1[CH:48]=[CH:47][CH:46]=[C:45]2[C:41]=1[CH:42]=[C:43](B1OC(C)(C)C(C)(C)O1)[NH:44]2.C([O-])([O-])=O.[Cs+].[Cs+].C1(P(C2C=CC=CC=2)C2C=CC=CC=2)C=CC=CC=1.CC(OC(/N=N/C(OC(C)C)=O)=O)C>O1CCOCC1.O>[F:39][C:40]1[C:41]2[CH:42]=[C:43]3[C:2]4[N:7]=[C:6]([C:8]5[C:9]([N:28]([CH3:33])[S:29]([CH3:32])(=[O:30])=[O:31])=[CH:10][C:11]6[O:15][C:14]([C:16]7[CH:17]=[CH:18][C:19]([F:22])=[CH:20][CH:21]=7)=[C:13]([C:23]([NH:25][CH3:26])=[O:24])[C:12]=6[CH:27]=5)[CH:5]=[CH:4][C:3]=4[C:34]4([CH2:35][CH2:36]4)[CH2:37][N:44]3[C:45]=2[CH:46]=[CH:47][CH:48]=1 |f:2.3.4|. Procedure: To a solution of 5-(6-chloro-5-(1-(hydroxymethyl)cyclopropyl)pyridin-2-yl)-2-(4-fluorophenyl)-N-methyl-6-(N-methylmethylsulfonamido)benzofuran-3-carboxamide (80 mg, 0.143 mmol) and 4-fluoro-2-(4,4,5,5-tetramethyl-1,3,2-dioxaborolan-2-yl)-1H-indole (56.1 mg, 0.215 mmol) in 1,4-Dioxane (2 mL) and water (20 μL) was added Cs2CO3 (93 mg, 0.287 mmol) and DTBPF PdCl2 (21 mg, 0.032 mmol). The mixture was heated to 80° C., stirred overnight, concentrated in vacuo and dried. The residue was dissolved in D... Starting materials: [Al+3], N#CCC1CN(C(c2ccccc2)c2ccccc2)C1, C1CCOC1, [Cl-], [H-], [H-], [H-], [H-], [H-], [Li+], [NH4+]. The product is NCCC1CN(C(c2ccccc2)c2ccccc2)C1. RXN SMILES: [Al+3:22].[C:1](#[N:2])[CH2:3][CH:4]1[CH2:5][N:6]([CH:8]([c:9]2[cH:10][cH:11][cH:12][cH:13][cH:14]2)[c:15]2[cH:16][cH:17][cH:18][cH:19][cH:20]2)[CH2:7]1.[CH2:30]1[O:31][CH2:32][CH2:33][CH2:34]1.[Cl-:28].[H-:21].[H-:24].[H-:25].[H-:26].[H-:27].[Li+:23].[NH4+:29]>>[CH2:1]([NH2:2])[CH2:3][CH:4]1[CH2:5][N:6]([CH:8]([c:9]2[cH:10][cH:11][cH:12][cH:13][cH:14]2)[c:15]2[cH:16][cH:17][cH:18][cH:19][cH:20]2)[CH2:7]1. Starting materials: CCOCC, CCOC(=O)CCN(CCc1ccc(OC)cc1)S(=O)(=O)c1ccc(OC)cc1, Cl, NO. The product is COc1ccc(CCN(CCC(=O)NO)S(=O)(=O)c2ccc(OC)cc2)cc1. Reaction SMILES: [CH3:33][CH2:34][O:35][CH2:36][CH3:37].[CH3:3][O:4][c:5]1[cH:6][cH:7][c:8]([CH2:9][CH2:10][N:11]([CH2:12][CH2:13][C:14](=[O:15])[O:16][CH2:17][CH3:18])[S:19](=[O:20])(=[O:21])[c:22]2[cH:23][cH:24][c:25]([O:28][CH3:29])[cH:26][cH:27]2)[cH:30][cH:31]1.[ClH:32].[NH2:1][OH:2]>>[NH:1]([OH:2])[C:14]([CH2:13][CH2:12][N:11]([CH2:10][CH2:9][c:8]1[cH:7][cH:6][c:5]([O:4][CH3:3])[cH:31][cH:30]1)[S:19](=[O:20])(=[O:21])[c:22]1[cH:23][cH:24][c:25]([O:28][CH3:29])[cH:26][cH:27]1)=[O:15]. Procedure details: A mixture of 3-ethylamino-5-(trifluoromethyl)-benzoic acid methyl ester (1.38 g, 5.6 mmol), 5.5 mL 1M aqueous sodium hydroxide solution in 12 mL ethanol is shaken for 4 hours at 70° C. After cooling, the mixture is evaporated to dryness under reduced pressure. The resulting residue is dissolved in water, the pH adjusted to 5 with 1M hydrochloric acid. The precipitate is filtered off, washed with water and dried in vacuo to give the title compound. RXN SMILES: C[O:2][C:3](=[O:17])[C:4]1[CH:9]=[C:8]([C:10]([F:13])([F:12])[F:11])[CH:7]=[C:6]([NH:14][CH2:15][CH3:16])[CH:5]=1.[OH-].[Na+]>C(O)C>[CH2:15]([NH:14][C:6]1[CH:5]=[C:4]([CH:9]=[C:8]([C:10]([F:11])([F:12])[F:13])[CH:7]=1)[C:3]([OH:17])=[O:2])[CH3:16] |f:1.2|. The reactants are COC(C1=CC(=CC(=C1)C(F)(F)F)NCC)=O (3-ethylamino-5-(trifluoromethyl)-benzoic acid methyl ester), [OH-].[Na+] (sodium hydroxide). Yields the product C(C)NC=1C=C(C(=O)O)C=C(C1)C(F)(F)F (3-Ethylamino-5-(trifluoromethyl)-benzoic acid). Reaction conditions: temperature 70 celsius, time 4 hour. The solvent is C(C)O (ethanol).